From a dataset of the Open Reaction Database (ORD), a public repository of structured organic reaction records. describe an organic reaction: reactants, conditions, products, and yield Reactants: C(C)(C)(C)OC(=O)NC[C@@H]1CN(CC1)CCCCCCNC(=O)C1=CN(C2=CC=CC=C12)C (N-(6-((3R)-3-tert-Butoxycarbonylaminomethylpyrrolidin-1-yl)-hexyl)-1-methyl-1 H-indole-3-carboxamide), NC1=CC(=C(C(=O)O)C=C1Cl)OC (4-amino-5-chloro-2-methoxybenzoic acid). Product: NC1=CC(=C(C(=O)NC[C@@H]2CN(CC2)CCCCCCNC(=O)C2=CN(C3=CC=CC=C23)C)C=C1Cl)OC (N-(6-((3R)-3-(4-amino-5-chloro-2-methoxybenzoylaminomethyl)pyrrolidin-1-yl)hexyl)-1-methyl-1 H-indole-3-carboxamide). RXN SMILES: C(O[C:6]([NH:8][CH2:9][C@H:10]1[CH2:14][CH2:13][N:12]([CH2:15][CH2:16][CH2:17][CH2:18][CH2:19][CH2:20][NH:21][C:22]([C:24]2[C:32]3[C:27](=[CH:28][CH:29]=[CH:30][CH:31]=3)[N:26]([CH3:33])[CH:25]=2)=[O:23])[CH2:11]1)=[O:7])(C)(C)C.[NH2:34][C:35]1[C:43]([Cl:44])=[CH:42][C:38](C(O)=O)=[C:37]([O:45][CH3:46])[CH:36]=1>>[NH2:34][C:35]1[C:43]([Cl:44])=[CH:42][C:38]([C:6]([NH:8][CH2:9][C@H:10]2[CH2:14][CH2:13][N:12]([CH2:15][CH2:16][CH2:17][CH2:18][CH2:19][CH2:20][NH:21][C:22]([C:24]3[C:32]4[C:27](=[CH:28][CH:29]=[CH:30][CH:31]=4)[N:26]([CH3:33])[CH:25]=3)=[O:23])[CH2:11]2)=[O:7])=[C:37]([O:45][CH3:46])[CH:36]=1. Reported procedure: N-(6-((3R)-3-tert-Butoxycarbonylaminomethylpyrrolidin-1-yl)-hexyl)-1-methyl-1 H-indole-3-carboxamide (0.62 g) as starting compound was reacted and treated in the same manner as in Example 67 using 4-amino-5-chloro-2-methoxybenzoic acid (0.28 g) to give N-(6-((3R)-3-(4-amino-5-chloro-2-methoxybenzoylaminomethyl)pyrrolidin-1-yl)hexyl)-1-methyl-1 H-indole-3-carboxamide. Reactants: C(C1=CC=CC=C1)(C1=CC=CC=C1)(C1=CC=CC=C1)N1CC=2C=CC=C(C2C1)C#N (2-trityl-2,3-dihydro-1H-isoindole-4-carbonitrile), FC(C(=O)O)(F)F (trifluoroacetic acid). Product: C1NCC=2C(=CC=CC12)C#N (2,3-Dihydro-1H-isoindole-4-carbonitrile). RXN SMILES: C([N:20]1[CH2:28][C:27]2[C:26]([C:29]#[N:30])=[CH:25][CH:24]=[CH:23][C:22]=2[CH2:21]1)(C1C=CC=CC=1)(C1C=CC=CC=1)C1C=CC=CC=1.FC(F)(F)C(O)=O>>[CH2:21]1[C:22]2[CH:23]=[CH:24][CH:25]=[C:26]([C:29]#[N:30])[C:27]=2[CH2:28][NH:20]1. Procedure details: Prepared in analogy to Example A2(c) from 2-trityl-2,3-dihydro-1H-isoindole-4-carbonitrile and trifluoroacetic acid. Light brown solid. Reactants: OC1=C(CO)C=CC(=C1)I (2-Hydroxy-4-iodo-benzylalcohol), C(=O)([O-])[O-].[Cs+].[Cs+] (Cs2CO3), IC (iodomethane). The solvent is CN(C)C=O (DMF). Conditions: time 2 hour. Product: COC1=C(CO)C=CC(=C1)I (2-Methoxy-4-iodo-benzylalcohol). RXN SMILES: [OH:1][C:2]1[CH:9]=[C:8]([I:10])[CH:7]=[CH:6][C:3]=1[CH2:4][OH:5].[C:11]([O-])([O-])=O.[Cs+].[Cs+].IC>CN(C=O)C>[CH3:11][O:1][C:2]1[CH:9]=[C:8]([I:10])[CH:7]=[CH:6][C:3]=1[CH2:4][OH:5] |f:1.2.3|. Procedure: 2-Hydroxy-4-iodo-benzylalcohol from Step 3 (1.0 g, 4.0 mmol), Cs2CO3 (1.3 g, 4.0 mmol) and iodomethane (0.25 mL, 4.0 mmol) were dissolved in DMF and heated to 80° for 1 hour and then stirred at room temperature for 2 hours. The DMF was removed in vacuo and the residue was partitioned between H2O and EtOAc. The aqueous layer was extracted with EtOAc (2×). The organic layers were combined, washed with H2O and brine, dried (MgSO4), filtered and concentrated to yield an oil. This oil was purified by... Starting materials: CCN(C(C)C)C(C)C (Hunig's Base), COC1=C2C(=C(N=C1)N1N=C(N=C1)C)NC=C2C(C(=O)O)=O (2-(4-methoxy-7-(3-methyl-1H-1,2,4-triazol-1-yl)-1H-pyrrolo[2,3-c]pyridin-3-yl)-2-oxoacetic acid), N1=C(C=CC=C1)C1=C2CCNCC2=CC=N1 (5-(pyridin-2-yl)-1,2,3,4-tetrahydro-2,6-naphthyridine), CN(C)C(=[N+](C)C)ON1C2=C(C=CC=C2)N=N1.[B-](F)(F)(F)F (TBTU). Solvent: CN(C)C=O (DMF). Run at time 15.75 hour. The product is COC1=C2C(=C(N=C1)N1N=C(N=C1)C)NC=C2C(C(=O)N2CC1=CC=NC(=C1CC2)C2=NC=CC=C2)=O (1-(4-methoxy-7-(3-methyl-1H-1,2,4-triazol-1-yl)-1H-pyrrolo[2,3-c]pyridin-3-yl)-2-(5-(pyridin-2-yl)-3,4-dihydro-2,6-naphthyridin-2(1H)-yl)ethane-1,2-dione). RXN SMILES: [CH3:1][O:2][C:3]1[CH:8]=[N:7][C:6]([N:9]2[CH:13]=[N:12][C:11]([CH3:14])=[N:10]2)=[C:5]2[NH:15][CH:16]=[C:17]([C:18](=[O:22])[C:19]([OH:21])=O)[C:4]=12.[N:23]1[CH:28]=[CH:27][CH:26]=[CH:25][C:24]=1[C:29]1[N:38]=[CH:37][CH:36]=[C:35]2[C:30]=1[CH2:31][CH2:32][NH:33][CH2:34]2.CN(C(ON1N=NC2C=CC=CC1=2)=[N+](C)C)C.[B-](F)(F)(F)F.CCN(C(C)C)C(C)C>CN(C=O)C>[CH3:1][O:2][C:3]1[CH:8]=[N:7][C:6]([N:9]2[CH:13]=[N:12][C:11]([CH3:14])=[N:10]2)=[C:5]2[NH:15][CH:16]=[C:17]([C:18](=[O:22])[C:19]([N:33]3[CH2:32][CH2:31][C:30]4[C:35](=[CH:36][CH:37]=[N:38][C:29]=4[C:24]4[CH:25]=[CH:26][CH:27]=[CH:28][N:23]=4)[CH2:34]3)=[O:21])[C:4]=12 |f:2.3|. Procedure: To a suspension of 2-(4-methoxy-7-(3-methyl-1H-1,2,4-triazol-1-yl)-1H-pyrrolo[2,3-c]pyridin-3-yl)-2-oxoacetic acid (0.062 g, 0.205 mmol), 5-(pyridin-2-yl)-1,2,3,4-tetrahydro-2,6-naphthyridine (0.062 g, 0.205 mmol), and TBTU (0.086 g, 0.267 mmol) in DMF (3 mL) was added Hunig's Base (0.2 mL, 1.145 mmol). The mixture was stirred at rt for 15.75 h and quenched with 5 mL of water and concentrated under reduced pressure. The residue was dissolved in DMF, filtered through a plug of glass wool, and was...